Dataset: the Open Reaction Database (ORD), a public repository of structured organic reaction records. Task: describe an organic reaction: reactants, conditions, products, and yield Starting materials: OC=1C=C(N)C=CC1 (3-hydroxyaniline), ClC1=NC=C(C(=N1)NC1=C2C(=C(C(=C1)OCO2)F)F)F (2-chloro-N4-(3,4-difluoromethylenedioxyphenyl)-5-fluoro-4-pyrimidineamine). The product is FC=1C2=C(C=C(C1F)OCO2)NC2=NC(=NC=C2F)NC2=CC(=CC=C2)O (N4-(3,4-difluoromethylenedioxyphenyl)-5-fluoro-N2-(3-hydroxyphenyl)-2,4-pyrimidinediamine). RXN SMILES: [OH:1][C:2]1[CH:3]=[C:4]([CH:6]=[CH:7][CH:8]=1)[NH2:5].Cl[C:10]1[N:15]=[C:14]([NH:16][C:17]2[CH:22]=[C:21]3[O:23][CH2:24][O:25][C:18]=2[C:19]([F:27])=[C:20]3[F:26])[C:13]([F:28])=[CH:12][N:11]=1>>[F:27][C:19]1[C:18]2[O:25][CH2:24][O:23][C:21]([C:20]=1[F:26])=[CH:22][C:17]=2[NH:16][C:14]1[C:13]([F:28])=[CH:12][N:11]=[C:10]([NH:5][C:4]2[CH:6]=[CH:7][CH:8]=[C:2]([OH:1])[CH:3]=2)[N:15]=1. Procedure details: In like manner to the preparation of N4-(3-chloro-4-trifluoromethoxyphenyl)-5-fluoro-N2-(3-hydroxyphenyl)-2,4-pyrimidineamine, the reaction of 3-hydroxyaniline with 2-chloro-N4-(3,4-difluoromethylenedioxyphenyl)-5-fluoro-4-pyrimidineamine gave N4-(3,4-difluoromethylenedioxyphenyl)-5-fluoro-N2-(3-hydroxyphenyl)-2,4-pyrimidinediamine. LCMS: purity: 85%; MS (m/e): 377 (MH+). Starting materials: COc1ccc(O)cc1, O=C(O)CCCl, Cl, [K+], [OH-], O. The product is COc1ccc(OCCC(=O)O)cc1. As a reaction SMILES: [CH3:3][O:4][c:5]1[cH:6][cH:7][c:8]([OH:11])[cH:9][cH:10]1.[Cl:12][CH2:13][CH2:14][C:15](=[O:16])[OH:17].[ClH:18].[K+:2].[OH-:1].[OH2:19]>>[CH3:3][O:4][c:5]1[cH:6][cH:7][c:8]([O:11][CH2:13][CH2:14][C:15](=[O:16])[OH:17])[cH:9][cH:10]1. Reactants: BrC=1C=C2C(=C(C=NC2=CC1)C(=O)C1CC1)N[C@@H]1CC[C@H](CC1)NC(OC(C)(C)C)=O (tert-butyl trans-4-[6-bromo-3-(cyclopropanecarbonyl)quinolin-4-ylamino]cyclohexylcarbamate), FC1=C(C(=CC(=C1)B1OC(C(O1)(C)C)(C)C)F)O (2,6-difluoro-4-(4,4,5,5-tetramethyl-1,3,2-dioxaborolan-2-yl)phenol). The product is C1(CC1)C(=O)C=1C=NC2=CC=C(C=C2C1N[C@@H]1CC[C@H](CC1)NC(OC(C)(C)C)=O)C1=CC(=C(C(=C1)F)O)F (tert-Butyl trans-4-[3-(Cyclopropanecarbonyl)-6-(3,5-difluoro-4-hydroxyphenyl)quinolin-4-ylamino]cyclohexylcarbamate). The yield is 48.7%. As a reaction SMILES: Br[C:2]1[CH:3]=[C:4]2[C:9](=[CH:10][CH:11]=1)[N:8]=[CH:7][C:6]([C:12]([CH:14]1[CH2:16][CH2:15]1)=[O:13])=[C:5]2[NH:17][C@H:18]1[CH2:23][CH2:22][C@H:21]([NH:24][C:25](=[O:31])[O:26][C:27]([CH3:30])([CH3:29])[CH3:28])[CH2:20][CH2:19]1.[F:32][C:33]1[CH:38]=[C:37](B2OC(C)(C)C(C)(C)O2)[CH:36]=[C:35]([F:48])[C:34]=1[OH:49]>>[CH:14]1([C:12]([C:6]2[CH:7]=[N:8][C:9]3[C:4]([C:5]=2[NH:17][C@H:18]2[CH2:19][CH2:20][C@H:21]([NH:24][C:25](=[O:31])[O:26][C:27]([CH3:28])([CH3:29])[CH3:30])[CH2:22][CH2:23]2)=[CH:3][C:2]([C:37]2[CH:38]=[C:33]([F:32])[C:34]([OH:49])=[C:35]([F:48])[CH:36]=2)=[CH:11][CH:10]=3)=[O:13])[CH2:15][CH2:16]1. Procedure details: Following general procedure D, tert-butyl trans-4-[6-bromo-3-(cyclopropanecarbonyl)quinolin-4-ylamino]cyclohexylcarbamate (49 mg, 0.100 mmol) was reacted with 2,6-difluoro-4-(4,4,5,5-tetramethyl-1,3,2-dioxaborolan-2-yl)phenol (50 mg, 0.196 mmol) to afford the desired product (26.2 mg, 49%) as an off-white solid: ESI MS m/z 538 [C30H33F2N3O4+H]+. The reactants are CC(=O)Cl, ClCCl, COC(=O)c1ccc(-c2ccc(N)nc2C)cc1, c1ccncc1. Product: COC(=O)c1ccc(-c2ccc(NC(C)=O)nc2C)cc1. Reaction SMILES: [CH3:25][C:26]([Cl:27])=[O:28].[Cl:29][CH2:30][Cl:31].[NH2:1][c:2]1[cH:3][cH:4][c:5](-[c:9]2[cH:10][cH:11][c:12]([C:13](=[O:14])[O:15][CH3:16])[cH:17][cH:18]2)[c:6]([CH3:8])[n:7]1.[cH:19]1[cH:20][cH:21][n:22][cH:23][cH:24]1>>[NH:1]([c:2]1[cH:3][cH:4][c:5](-[c:9]2[cH:10][cH:11][c:12]([C:13](=[O:14])[O:15][CH3:16])[cH:17][cH:18]2)[c:6]([CH3:8])[n:7]1)[C:26]([CH3:25])=[O:28].